This data is from the Open Reaction Database (ORD), a public repository of structured organic reaction records. The task is: describe an organic reaction: reactants, conditions, products, and yield Starting materials: ClC1=CC=C(C(=O)C=2C=C3C(=CC(N(C3=CC2)C)=O)C2=CC(=CC=C2)I)C=C1 (6-(4-chloro-benzoyl)-4-(3-iodo-phenyl)-1-methyl-1H-quinolin-2-one), C(CCC)[Sn](C=C)(CCCC)CCCC (tributyl(vinyl)tin). The reagents and catalysts are C1=CC=C(C=C1)C#N.C1=CC=C(C=C1)C#N.Cl[Pd]Cl (dichlorobis(benzonitrile)palladium(II)), C1=CC=C(C=C1)P(CCCCP(C2=CC=CC=C2)C3=CC=CC=C3)C4=CC=CC=C4 (1,4-bis(diphenylphosphine)butane). Run in C1(=CC=CC=C1)C (toluene), C1(=CC=CC=C1)C (toluene). Run at time 45 minute. The product is ClC1=CC=C(C(=O)C=2C=C3C(=CC(N(C3=CC2)C)=O)C2=CC(=CC=C2)C=C)C=C1 (6-(4-Chloro-benzoyl)-1-methyl-4-(3-vinyl-phenyl)-1H-quinolin-2-one). Isolated yield 85.8%. RXN SMILES: [Cl:1][C:2]1[CH:28]=[CH:27][C:5]([C:6]([C:8]2[CH:9]=[C:10]3[C:15](=[CH:16][CH:17]=2)[N:14]([CH3:18])[C:13](=[O:19])[CH:12]=[C:11]3[C:20]2[CH:25]=[CH:24][CH:23]=[C:22](I)[CH:21]=2)=[O:7])=[CH:4][CH:3]=1.[CH2:29]([Sn](CCCC)(CCCC)C=C)[CH2:30]CC>C1(C)C=CC=CC=1.C1C=CC(C#N)=CC=1.C1C=CC(C#N)=CC=1.Cl[Pd]Cl.C1C=CC(P(C2C=CC=CC=2)CCCCP(C2C=CC=CC=2)C2C=CC=CC=2)=CC=1>[Cl:1][C:2]1[CH:28]=[CH:27][C:5]([C:6]([C:8]2[CH:9]=[C:10]3[C:15](=[CH:16][CH:17]=2)[N:14]([CH3:18])[C:13](=[O:19])[CH:12]=[C:11]3[C:20]2[CH:25]=[CH:24][CH:23]=[C:22]([CH:29]=[CH2:30])[CH:21]=2)=[O:7])=[CH:4][CH:3]=1 |f:3.4.5|. Procedure: To a solution of 1,4-bis(diphenylphosphine)butane (120 mg, 0.28 mMol) in toluene (15 mL) was added dichlorobis(benzonitrile)palladium(II) (108 mg, 0.28 mMol) under an atmosphere of dry N2. The reaction mixture was stirred at ambient temperature for 45 minutes after which time the solution was diluted with toluene (85 mL). To this solution was added 6-(4-chloro-benzoyl)-4-(3-iodo-phenyl)-1-methyl-1H-quinolin-2-one (14.0 g, 28.0 mMol) and tributyl(vinyl)tin (9.1 mL, 32.9 mMol). The reaction was he...